This data is from the Open Reaction Database (ORD), a public repository of structured organic reaction records. The task is: describe an organic reaction: reactants, conditions, products, and yield Starting materials: N1=CC=C(C=C1)N1CCC(CC1)C(=O)Cl (1-(4-pyridyl)piperidine-4-carbonyl chloride), NCC(C(=O)N1CCCCC1)NC(=O)OCC1=CC=CC=C1 (1-[3-amino-2-(benzyloxycarbonylamino)propionyl]piperidine). Product: C(C1=CC=CC=C1)OC(=O)NC(CNC(=O)C1CCN(CC1)C1=CC=NC=C1)C(=O)N1CCCCC1 (N-[2-(benzyloxycarbonylamino)-2-(piperidinocarbonyl)ethyl]-1-(4-pyridyl)piperidine-4-carboxamide). The yield is 44.0%. As a reaction SMILES: [N:1]1[CH:6]=[CH:5][C:4]([N:7]2[CH2:12][CH2:11][CH:10]([C:13](Cl)=[O:14])[CH2:9][CH2:8]2)=[CH:3][CH:2]=1.[NH2:16][CH2:17][CH:18]([NH:27][C:28]([O:30][CH2:31][C:32]1[CH:37]=[CH:36][CH:35]=[CH:34][CH:33]=1)=[O:29])[C:19]([N:21]1[CH2:26][CH2:25][CH2:24][CH2:23][CH2:22]1)=[O:20]>>[CH2:31]([O:30][C:28]([NH:27][CH:18]([C:19]([N:21]1[CH2:26][CH2:25][CH2:24][CH2:23][CH2:22]1)=[O:20])[CH2:17][NH:16][C:13]([CH:10]1[CH2:11][CH2:12][N:7]([C:4]2[CH:5]=[CH:6][N:1]=[CH:2][CH:3]=2)[CH2:8][CH2:9]1)=[O:14])=[O:29])[C:32]1[CH:33]=[CH:34][CH:35]=[CH:36][CH:37]=1. Reported procedure: Using an analogous procedure to that described in Example 1, 1-(4-pyridyl)piperidine-4-carbonyl chloride was reacted with 1-[3-amino-2-(benzyloxycarbonylamino)propionyl]piperidine to give N-[2-(benzyloxycarbonylamino)-2-(piperidinocarbonyl)ethyl]-1-(4-pyridyl)piperidine-4-carboxamide in 44% yield; The reactants are BrC1=C(C=C(C=C1)C1=C2C=CC=CC2=C(C2=C1C1=C(S2)C=CC=C1)Br)O (2-Bromo-5-(6-bromo-benzo[b]naphtho[2,3-d]thiophen-11-yl)-phenol), C([C@H](O)C)(=O)OC ((R)-lactic acid, methyl ester), BrBr (bromine). Yields the product BrC1=C(O[C@@H](C(=O)O)C)C=C(C=C1)C1=C2C=CC=CC2=C(C2=C1C1=C(S2)C=CC=C1)Br ((R)-2-[2-bromo-5-(6-Bromo-benzo[b]naphtho[2,3-d]thiophen-11-yl)-phenoxyl]-propionic acid). As a reaction SMILES: [Br:1][C:2]1[CH:7]=[CH:6][C:5]([C:8]2[C:17]3[C:18]4[CH:24]=[CH:23][CH:22]=[CH:21][C:19]=4[S:20][C:16]=3[C:15]([Br:25])=[C:14]3[C:9]=2[CH:10]=[CH:11][CH:12]=[CH:13]3)=[CH:4][C:3]=1[OH:26].[C:27]([O:32]C)(=[O:31])[C@@H:28]([CH3:30])O.BrBr>>[Br:1][C:2]1[CH:7]=[CH:6][C:5]([C:8]2[C:17]3[C:18]4[CH:24]=[CH:23][CH:22]=[CH:21][C:19]=4[S:20][C:16]=3[C:15]([Br:25])=[C:14]3[C:9]=2[CH:10]=[CH:11][CH:12]=[CH:13]3)=[CH:4][C:3]=1[O:26][C@H:28]([CH3:30])[C:27]([OH:32])=[O:31]. Procedure: Prepared from of 2-bromo-5-(6-bromo-benzo[b]naphtho[2,3-d]thiophen- 11-yl)-phenol (Example 68) and commercially available (R)-lactic acid, methyl ester. White solid: mp 133-134.5° C.: MS (-ESI): [M-H]-, 2 bromine isotope pattern 553, 555, 557; Anal. Calc. for C25H16Br2O3S: C, 53.98, H, 2.90, N, 0.00. Found: C, 53.18, H, 2.82, N, 0.04.